From a dataset of the Open Reaction Database (ORD), a public repository of structured organic reaction records. describe an organic reaction: reactants, conditions, products, and yield Reactants: C(#N)C1=NC=CC(=C1)C#N (2,4-Dicyanopyridine), FC(S(=O)(=O)[O-])(F)F.[Yb+3].FC(S(=O)(=O)[O-])(F)F.FC(S(=O)(=O)[O-])(F)F (ytterbium trifluoromethanesulfonate), FC1=CC=C(C=C1)C([C@H](COCOC)N)(N)C1=CC=C(C=C1)F ((2R)-1,1-bis(4-fluorophenyl)-3-(methoxymethoxy)-1,2-propanediamine). The solvent is C1(=CC=CC=C1)C (toluene). Run at time 2 day. Product: C(#N)C1=CC(=NC=C1)C=1N[C@H](C(N1)(C1=CC=C(C=C1)F)C1=CC=C(C=C1)F)CO ((5R)-2-(4-cyano-2-pyridyl)-4,4-bis(4-fluorophenyl)-5-hydroxymethyl-2-imidazoline). Isolated yield 21.2%. Reaction SMILES: [C:1]([C:3]1[CH:8]=[C:7]([C:9]#[N:10])[CH:6]=[CH:5][N:4]=1)#[N:2].FC(F)(F)S([O-])(=O)=O.[Yb+3].FC(F)(F)S([O-])(=O)=O.FC(F)(F)S([O-])(=O)=O.[F:36][C:37]1[CH:42]=[CH:41][C:40]([C:43]([C:52]2[CH:57]=[CH:56][C:55]([F:58])=[CH:54][CH:53]=2)(N)[C@@H:44]([NH2:50])[CH2:45][O:46]COC)=[CH:39][CH:38]=1>C1(C)C=CC=CC=1>[C:9]([C:7]1[CH:6]=[CH:5][N:4]=[C:3]([C:1]2[NH:50][C@@H:44]([CH2:45][OH:46])[C:43]([C:40]3[CH:41]=[CH:42][C:37]([F:36])=[CH:38][CH:39]=3)([C:52]3[CH:53]=[CH:54][C:55]([F:58])=[CH:56][CH:57]=3)[N:2]=2)[CH:8]=1)#[N:10] |f:1.2.3.4|. Reported procedure: 2,4-Dicyanopyridine (601 mg) and ytterbium trifluoromethanesulfonate (289 mg) were added to a solution of (2R)-1,1-bis(4-fluorophenyl)-3-(methoxymethoxy)-1,2-propanediamine (1.50 g) in toluene (30 mL), and the mixture was refluxed under stirring for 2 days. The reaction mixture was concentrated in vacuo, and then the residue was dissolved in tetrahydrofuran (20 mL). 6N Hydrochloric acid (10 mL) was added to the solution, and then the mixture was stirred at room temperature for 24 hours. The reac...